This data is from the Open Reaction Database (ORD), a public repository of structured organic reaction records. The task is: describe an organic reaction: reactants, conditions, products, and yield Solvent: CN(C)C=O (DMF). Reactants: [H-].[Na+] (NaH), OC1=CC=C(C=C1)CSCCC(=O)OCC (Ethyl 3-((4-hydroxyphenyl)-methylthio)propionate), FC1=C(CBr)C=CC=C1 (2-Fluorobenzyl bromide), [H][H] (hydrogen). Reported procedure: To a solution of NaH (60% dispersed in oil, 0.054 g, 1.3 mmol) in dry DMF (10 ml) was added Ethyl 3-((4-hydroxyphenyl)-methylthio)propionate (Step B, 2.5 g, 1.0 mmol). When the evolution of hydrogen ceased, 2-Fluorobenzyl bromide (0.263 g, 1.3 mmol) was added. The reaction mixture was stirred for 4 hours at room temperature, quenched with sat. NH4Cl, and concentrated in vacuo. The crude residue was taken in EtOAc and washed twice with water and brine. The aqueous layer was washed one more time w... Product: FC1=C(COC2=CC=C(C=C2)CSCCC(=O)OCC)C=CC=C1 (Ethyl 3-((4-(2-fluorobenzyloxy)phenyl)-methylthio)propionate). Reaction SMILES: [H-].[Na+].[OH:3][C:4]1[CH:9]=[CH:8][C:7]([CH2:10][S:11][CH2:12][CH2:13][C:14]([O:16][CH2:17][CH3:18])=[O:15])=[CH:6][CH:5]=1.[H][H].[F:21][C:22]1[CH:29]=[CH:28][CH:27]=[CH:26][C:23]=1[CH2:24]Br>CN(C=O)C>[F:21][C:22]1[CH:29]=[CH:28][CH:27]=[CH:26][C:23]=1[CH2:24][O:3][C:4]1[CH:5]=[CH:6][C:7]([CH2:10][S:11][CH2:12][CH2:13][C:14]([O:16][CH2:17][CH3:18])=[O:15])=[CH:8][CH:9]=1 |f:0.1|. Run at time 4 hour. Reactants: C1(=CC=CC=C1)C1(CC(CCC1)(C)C)CC#N (1-phenyl-3,3-dimethylcyclohexaneacetonitrile), [OH-].[K+] (KOH), C(CO)O (ethyleneglycol). The product is C1(=CC=CC=C1)C1(CC(CCC1)(C)C)C(=O)O (1-Phenyl-3,3-dimethylcyclohexanecarboxylic Acid). Isolated yield 27.0%. As a reaction SMILES: [C:1]1([C:7]2([CH2:15]C#N)[CH2:12][CH2:11][CH2:10][C:9]([CH3:14])([CH3:13])[CH2:8]2)[CH:6]=[CH:5][CH:4]=[CH:3][CH:2]=1.[OH-:18].[K+].C(O)C[OH:22]>>[C:1]1([C:7]2([C:15]([OH:22])=[O:18])[CH2:12][CH2:11][CH2:10][C:9]([CH3:14])([CH3:13])[CH2:8]2)[CH:6]=[CH:5][CH:4]=[CH:3][CH:2]=1 |f:1.2|. Reported procedure: NaH (60% dispersion in mineral oil, 72.3 mmol) was washed several times with n-hexane and suspended in DMF. A mixture of phenylacetonitrile (24.1 mmol) and de-O-p-toluene-sulfonyl-2,2-dimethyl-1,5-pentanediol (24.1 mmol) in DMF was added dropwise. The reaction mixture was stirred at 70° C. for 3 h and DMF was evaporated under reduced pressure. Excess hydride was then decomposed by the cautious addition of H2O. Extraction with Et2O, drying of the organic layer (MgSO4) and evaporation of the solve... Starting materials: solid, Cl.Cl.O1C=C(C=C2C1=CC=C2)C2N(CCCC2)CC[C@@H]2CC[C@H](CC2)N (trans-4-[2-(4-benzofuran-3-yl-piperidin-1-yl)-ethyl]-cyclohexylamine dihydrochloride), Cl.Cl.O1C=C(C=C2C1=CC=C2)C2N(CCCC2)CC[C@@H]2CC[C@H](CC2)N (trans-4-[2-(4-benzofuran-3-yl-piperidin-1-yl)-ethyl]-cyclohexylamine dihydrochloride), CC1=NC(=NO1)C1=CC=C(C(=O)O)C=C1 (4-(5-methyl-[1,2,4]oxadiazol-3-yl)-benzoic acid). Product: O1C=C(C=C2C1=CC=C2)C2N(CCCC2)CC[C@@H]2CC[C@H](CC2)NC(C2=CC=C(C=C2)C2=NOC(=N2)C)=O (trans-N-{4-[2-(4-Benzofuran-3-yl-piperidin-1-yl)-ethyl]-cyclohexyl}-4-(5-methyl-[1,2,4]oxadiazol-3-yl)-benzamide). As a reaction SMILES: Cl.Cl.[O:3]1[C:8]2=[CH:9][CH:10]=[CH:11][C:7]2=[CH:6][C:5]([CH:12]2[CH2:17][CH2:16][CH2:15][CH2:14][N:13]2[CH2:18][CH2:19][C@H:20]2[CH2:25][CH2:24][C@H:23]([NH2:26])[CH2:22][CH2:21]2)=[CH:4]1.[CH3:27][C:28]1[O:32][N:31]=[C:30]([C:33]2[CH:41]=[CH:40][C:36]([C:37](O)=[O:38])=[CH:35][CH:34]=2)[N:29]=1>>[O:3]1[C:8]2=[CH:9][CH:10]=[CH:11][C:7]2=[CH:6][C:5]([CH:12]2[CH2:17][CH2:16][CH2:15][CH2:14][N:13]2[CH2:18][CH2:19][C@H:20]2[CH2:21][CH2:22][C@H:23]([NH:26][C:37](=[O:38])[C:36]3[CH:35]=[CH:34][C:33]([C:30]4[N:29]=[C:28]([CH3:27])[O:32][N:31]=4)=[CH:41][CH:40]=3)[CH2:24][CH2:25]2)=[CH:4]1 |f:0.1.2|. Procedure details: The title compound, yellow solid (111 mg, 87%), MS (ISP) m/z=513.3 [(M+H)+], mp 194° C., was prepared in accordance with the general method of example 1 from trans-4-[2-(4-benzofuran-3-yl-piperidin-1-yl)-ethyl]-cyclohexylamine dihydrochloride (intermediate A) (100 mg, 0.25 mmol) and 4-(5-methyl-[1,2,4]oxadiazol-3-yl)-benzoic acid. Reactants: C(#N)C=1C=C2CCCC(C2=CC1)=O (6-cyanotetralone), Cl.C(CCC)C1=CC=C(C=C1)C1=CC(=CC=C1)NN ((4′-Butyl-biphenyl-3-yl)-hydrazine hydrochloride). Yields the product C(CCC)C1=CC=C(C=C1)C1=CC(=CC2=C1C=1NC3=CC=CC=C3C1CC2)C#N (4-Butyl-phenyl-5,11-dihydro-6H-benzo[a]carbazole-3-carbonitrile). RXN SMILES: [C:1]([C:3]1[CH:4]=C2C(=[CH:11][CH:12]=1)C(=O)CCC2)#[N:2].Cl.[CH2:15]([C:19]1[CH:24]=[CH:23][C:22]([C:25]2[CH:30]=[CH:29][CH:28]=[C:27]([NH:31]N)[CH:26]=2)=[CH:21][CH:20]=1)[CH2:16][CH2:17][CH3:18]>>[CH2:15]([C:19]1[CH:24]=[CH:23][C:22]([C:25]2[C:26]3[C:27]4[NH:31][C:19]5[C:24]([C:28]=4[CH2:29][CH2:30][C:11]=3[CH:12]=[C:3]([C:1]#[N:2])[CH:4]=2)=[CH:23][CH:22]=[CH:21][CH:20]=5)=[CH:21][CH:20]=1)[CH2:16][CH2:17][CH3:18] |f:1.2|. Procedure details: This material is prepared from commercially available 6-cyanotetralone and (4′-Butyl-biphenyl-3-yl)-hydrazine hydrochloride (example 70, step 1) in the same manner and similar yield as example 1, step 3. LC/MS calculated for [M+H]+ C27H25N2: 377.2, found: 377.1. Reactants: [BH4-], C1CCOC1, CO, O=Cc1ccc(-c2ccc(C(F)(F)F)cc2)s1, [Na+]. Yields the product OCc1ccc(-c2ccc(C(F)(F)F)cc2)s1. Reaction SMILES: [BH4-:18].[CH2:22]1[O:23][CH2:24][CH2:25][CH2:26]1.[CH3:20][OH:21].[F:1][C:2]([c:3]1[cH:4][cH:5][c:6](-[c:9]2[cH:10][cH:11][c:12]([CH:14]=[O:15])[s:13]2)[cH:7][cH:8]1)([F:16])[F:17].[Na+:19]>>[F:1][C:2]([c:3]1[cH:4][cH:5][c:6](-[c:9]2[cH:10][cH:11][c:12]([CH2:14][OH:15])[s:13]2)[cH:7][cH:8]1)([F:16])[F:17]. Reactants: C([O-])([O-])=O.[Na+].[Na+] (sodium carbonate), C(C)(C)(C)OC(=O)N[C@H](C(=O)O)C(C)C ((S)-2-tert-butoxycarbonylamino-3-methyl-butyric acid), IC=1C=C(C(=CC1)N)N (4-iodo-benzene-1,2-diamine), C(C)(C)N(CC)C(C)C (diisopropylethyl amine), N1(N=NC2=C1C=CC=C2)OC(=[N+](C)C)N(C)C (O-benzotriazol-1-yl-N,N, N′,N′-tetramethyluronium), C(C)(C)(C)OC(N[C@@H](C(C)C)C(NC1=C(C=C(C=C1)I)N)=O)=O ([(S)-1-(2-amino-4-iodo-phenylcarbamoyl)-2-methyl-propyl]-carbamic acid tert-butyl ester), C(C)(C)(C)OC(N[C@@H](C(C)C)C(NC1=C(C=CC(=C1)I)N)=O)=O ([(S)-1-(2-amino-5-iodo-phenylcarbamoyl)-2-methyl-propyl]-carbamic acid tert-butyl ester). Solvent: CN(C=O)C (N,N-dimethylformamide), CN(C=O)C (N,N-dimethylformamide). Run at time 12 hour. Yields the product OCCOC1=CC=C(C=C1)[C@@H]1C(N(C(N1)=O)[C@@H](C(C)C)C1=NC2=C(N1)C=CC(=C2)I)=O ((R)-5-[4-(2-Hydroxy-ethoxy)-phenyl]-3-[(S)-1-(5-iodo-1H-benzoimidazol-2-yl)-2-methyl-propyl]-imidazolidine-2,4-dione). As a reaction SMILES: C(O[C:6]([NH:8][C@@H:9]([CH:13]([CH3:15])[CH3:14])[C:10]([OH:12])=O)=[O:7])(C)(C)C.IC1C=C(N)C(N)=CC=1.C(N(C(C)C)CC)(C)C.N1([O:43][C:44](N(C)C)=[N+](C)C)C2C=CC=CC=2N=N1.C(=O)([O-])[O-].[Na+].[Na+].C(OC(=O)[NH:63][C@H:64]([C:68](=O)[NH:69][C:70]1[CH:75]=[CH:74][C:73]([I:76])=[CH:72][C:71]=1[NH2:77])[CH:65]([CH3:67])[CH3:66])(C)(C)C.[C:80]([O:84][C:85](=O)N[C@H](C(=O)NC1C=C(I)C=CC=1N)C(C)C)([CH3:83])([CH3:82])C>CN(C)C=O>[OH:43][CH2:44][CH2:85][O:84][C:80]1[CH:82]=[CH:14][C:13]([C@H:9]2[NH:8][C:6](=[O:7])[N:63]([C@H:64]([C:68]3[NH:69][C:70]4[CH:75]=[CH:74][C:73]([I:76])=[CH:72][C:71]=4[N:77]=3)[CH:65]([CH3:66])[CH3:67])[C:10]2=[O:12])=[CH:15][CH:83]=1 |f:4.5.6|. Procedure: To the solution of (S)-2-tert-butoxycarbonylamino-3-methyl-butyric acid (0.33 g, 1.5 mmol), 4-iodo-benzene-1,2-diamine (0.35 g, 1.5 mmol) and diisopropylethyl amine (0.8 mL, 4.5 mmol) in N,N-dimethylformamide (6 mL) was added dropwise a solution of O-benzotriazol-1-yl-N,N, N′,N′-tetramethyluronium hexaflurorophosphate (0.71 g, 1.75 mmol) N,N-dimethylformamide (2 mL). The reaction mixture was stirred for 12 hours at room temperature. After adding aqueous sodium carbonate solution, the reaction mi...